This data is from the Open Reaction Database (ORD), a public repository of structured organic reaction records. The task is: describe an organic reaction: reactants, conditions, products, and yield Reactants: CC(C)(C)O, ClCCl, C=Cc1cc(I)ccc1Cl, [Na+], [Na+], O, O, O=S([O-])[O-]. The product is OCC(O)c1cc(I)ccc1Cl. As a reaction SMILES: [C:21]([OH:22])([CH3:23])([CH3:24])[CH3:25].[Cl:18][CH2:19][Cl:20].[Cl:1][c:2]1[c:3]([CH:9]=[CH2:10])[cH:4][c:5]([I:8])[cH:6][cH:7]1.[Na+:15].[Na+:16].[OH2:17].[OH2:26].[S:11](=[O:12])([O-:13])[O-:14]>>[Cl:1][c:2]1[c:3]([CH:9]([CH2:10][OH:17])[OH:12])[cH:4][c:5]([I:8])[cH:6][cH:7]1.